Dataset: the Open Reaction Database (ORD), a public repository of structured organic reaction records. Task: describe an organic reaction: reactants, conditions, products, and yield Reactants: CO, O=C(NCC1CCN(CCn2c(=O)ccc3ccc(F)cc32)C1)OCc1ccccc1. The product is NCC1CCN(CCn2c(=O)ccc3ccc(F)cc32)C1. Reaction SMILES: [CH3:32][OH:33].[F:1][c:2]1[cH:3][cH:4][c:5]2[cH:6][cH:7][c:8](=[O:31])[n:9]([CH2:12][CH2:13][N:14]3[CH2:15][CH:16]([CH2:19][NH:20][C:21](=[O:22])[O:23][CH2:24][c:25]4[cH:26][cH:27][cH:28][cH:29][cH:30]4)[CH2:17][CH2:18]3)[c:10]2[cH:11]1>>[F:1][c:2]1[cH:3][cH:4][c:5]2[cH:6][cH:7][c:8](=[O:31])[n:9]([CH2:12][CH2:13][N:14]3[CH2:15][CH:16]([CH2:19][NH2:20])[CH2:17][CH2:18]3)[c:10]2[cH:11]1. Starting materials: C(=CC)C1OCC(CO1)(C)C (2-Propenyl-5,5-dimethyl-1,3-dioxane), C(C=C)(=O)O (acrylic acid). Yields the product C(C=C)(=O)OC(CC1OCC(CO1)(C)C)C (1-(5,5-Dimethyl-1,3-dioxan-2-yl]-2-propyl acrylate). As a reaction SMILES: [CH:1]([CH:4]1[O:9][CH2:8][C:7]([CH3:11])([CH3:10])[CH2:6][O:5]1)=[CH:2][CH3:3].[C:12]([OH:16])(=[O:15])[CH:13]=[CH2:14]>>[C:12]([O:16][CH:2]([CH3:3])[CH2:1][CH:4]1[O:5][CH2:6][C:7]([CH3:10])([CH3:11])[CH2:8][O:9]1)(=[O:15])[CH:13]=[CH2:14]. Procedure: 2-Propenyl-5,5-dimethyl-1,3-dioxane (PDD) was reacted with acrylic acid under the same conditions as the reaction with EDD (see Monomer IF). Reactants: C([O-])([O-])=O.[Na+].[Na+] (Sodium carbonate), S(O)(O)(=O)=O (sulfuric acid), NC=1SC=C(N1)C(C(=O)N[C@H]1[C@@H]2N(C(=C(CS2)C[N+]=2N(C=CC2)C)C(=O)[O-])C1=O)=NOC(F)F (7β-[2-(2-aminothiazol-4-yl)-2-(difluoromethoxyimino)acetamido]-3-(2-methyl-1-pyrazolio)methyl-3-cephem-4-carboxylate). Run in O (water). Conditions: time 14 hour. The product is O.O.NC=1SC=C(N1)C(C(=O)N[C@H]1[C@@H]2N(C(=C(CS2)C[N+]=2N(C=CC2)C)C(=O)[O-])C1=O)=NOC(F)F (7β-[2-(2-aminothiazol-4-yl)-2-(difluoromethoxyimino)acetamido]-3-(2-methyl-1-pyrazolio)methyl-3-cephem-4-carboxylate dihydrate). RXN SMILES: C(=O)([O-])[O-:2].[Na+].[Na+].S(=O)(=O)(O)[OH:8].[NH2:12][C:13]1[S:14][CH:15]=[C:16]([C:18](=[N:41][O:42][CH:43]([F:45])[F:44])[C:19]([NH:21][C@@H:22]2[C:39](=[O:40])[N:24]3[C:25]([C:36]([O-:38])=[O:37])=[C:26]([CH2:29][N+:30]4[N:31]([CH3:35])[CH:32]=[CH:33][CH:34]=4)[CH2:27][S:28][C@H:23]23)=[O:20])[N:17]=1>O>[OH2:2].[OH2:8].[NH2:12][C:13]1[S:14][CH:15]=[C:16]([C:18](=[N:41][O:42][CH:43]([F:44])[F:45])[C:19]([NH:21][C@@H:22]2[C:39](=[O:40])[N:24]3[C:25]([C:36]([O-:38])=[O:37])=[C:26]([CH2:29][N+:30]4[N:31]([CH3:35])[CH:32]=[CH:33][CH:34]=4)[CH2:27][S:28][C@H:23]23)=[O:20])[N:17]=1 |f:0.1.2,6.7.8|. Procedure: Sodium carbonate (6.06 g) was added to a suspension of sulfuric acid salt of 7β-[2-(2-aminothiazol-4-yl)-2-(difluoromethoxyimino)acetamido]-3-(2-methyl-1-pyrazolio)methyl-3-cephem-4-carboxylate (syn isomer)(35 g) in water (105 ml) and then the solution was allowed to stand at 3° to 5° C. for 14 hours. The resultant precipitates were collected by filtration, washed with cool water (50 ml) and dried to give crystals of 7β-[2-(2-aminothiazol-4-yl)-2-(difluoromethoxyimino)acetamido]-3-(2-methyl-1-py...